The task is: describe an organic reaction: reactants, conditions, products, and yield. This data is from the Open Reaction Database (ORD), a public repository of structured organic reaction records. Reaction SMILES: C[O:2][C:3]1[CH:8]=[CH:7][C:6]([S:9]([N:12]2[CH:25]([CH3:26])[C:24]3[C:19](=[CH:20][CH:21]=[CH:22][CH:23]=3)[C:18]3[CH:17]=[CH:16][CH:15]=[CH:14][C:13]2=3)(=[O:11])=[O:10])=[CH:5][C:4]=1[C:27]([F:30])([F:29])[F:28].C1CCCCC=1.B(Br)(Br)Br.ClCCl>>[CH3:26][CH:25]1[C:24]2[C:19](=[CH:20][CH:21]=[CH:22][CH:23]=2)[C:18]2[CH:17]=[CH:16][CH:15]=[CH:14][C:13]=2[N:12]1[S:9]([C:6]1[CH:7]=[CH:8][C:3]([OH:2])=[C:4]([C:27]([F:29])([F:28])[F:30])[CH:5]=1)(=[O:10])=[O:11]. Yield: 9.0%. Starting materials: COC1=C(C=C(C=C1)S(=O)(=O)N1C=2C=CC=CC2C2=CC=CC=C2C1C)C(F)(F)F (5-{[4-methoxy-3-(trifluoromethyl)phenyl]sulfonyl}-6-methyl-5,6-dihydrophenanthridine), C1=CCCCC1 (cyclohexene), B(Br)(Br)Br (boron tribromide), ClCCl (dichloromethane). Reported procedure: The title compound was prepared from 5-{[4-methoxy-3-(trifluoromethyl)phenyl]sulfonyl}-6-methyl-5,6-dihydrophenanthridine (0.5 g, 1.15 mmol), cyclohexene (0.29 mL, 2.88 mmol), and 1.0 M boron tribromide in dichloromethane (6.92 mL, 6.92 mmol) according to the procedure and in the same manner as described in Example 1, step b. The crude product was purified by flash column chromatography on silica gel, eluting with dichloromethane to yield 4-[(6-methylphenanthridin-5(6H)-yl)sulfonyl]-2-(trifluoro... Yields the product CC1N(C=2C=CC=CC2C2=CC=CC=C12)S(=O)(=O)C1=CC(=C(C=C1)O)C(F)(F)F (4-[(6-methylphenanthridin-5(6H)-yl)sulfonyl]-2-(trifluoromethyl)phenol). Starting materials: Cl (hydrogen chloride), N1=CC=C(C=C1)N1CCC2(CCN(CC2)C(=O)C2=CC=C3CCN(CC3=C2)C(=O)OC(C)(C)C)CC1 (tert-butyl 7-(9-(pyridin-4-yl)-3,9-diazaspiro[5.5]undecane-3-carbonyl)-3,4-dihydroisoquinoline-2(1H)-carboxylate). Run in CO (methanol), CO (methanol). Yields the product N1=CC=C(C=C1)N1CCC2(CCN(CC2)C(=O)C2=CC=C3CCNCC3=C2)CC1 ((9-(Pyridin-4-yl)-3,9-diazaspiro[5.5]undecan-3-yl)(1,2,3,4-tetrahydroisoquinolin-7-yl)methanone). Reaction SMILES: Cl.[N:2]1[CH:7]=[CH:6][C:5]([N:8]2[CH2:37][CH2:36][C:11]3([CH2:16][CH2:15][N:14]([C:17]([C:19]4[CH:28]=[C:27]5[C:22]([CH2:23][CH2:24][N:25](C(OC(C)(C)C)=O)[CH2:26]5)=[CH:21][CH:20]=4)=[O:18])[CH2:13][CH2:12]3)[CH2:10][CH2:9]2)=[CH:4][CH:3]=1>CO>[N:2]1[CH:3]=[CH:4][C:5]([N:8]2[CH2:37][CH2:36][C:11]3([CH2:12][CH2:13][N:14]([C:17]([C:19]4[CH:28]=[C:27]5[C:22]([CH2:23][CH2:24][NH:25][CH2:26]5)=[CH:21][CH:20]=4)=[O:18])[CH2:15][CH2:16]3)[CH2:10][CH2:9]2)=[CH:6][CH:7]=1. Procedure details: 1.25 M hydrogen chloride in methanol (15.5 ml, 19.36 mmol) was added at RT to a solution of tert-butyl 7-(9-(pyridin-4-yl)-3,9-diazaspiro[5.5]undecane-3-carbonyl)-3,4-dihydroisoquinoline-2(1H)-carboxylate (1.9 g, 3.87 mmol) in methanol (4 ml), and the reaction mixture was refluxed for 1.5 h. The solvent was removed in vacuo, the residue was taken up in a small amount of ethanol (3 ml), and diethyl ether (50 ml) was added. The mixture was then cooled for 30 min in an ice bath, and the resulting s... Starting materials: BrC=1C=CC2=C(SC=C2)C1 (6-bromobenzo[b]thiophene), C(C1=CC=CC=C1)(C1=CC=CC=C1)=N (benzophenone imine), tris(dibenzylidineacetone)palladium(0), CC(C)([O-])C.[Na+] (sodium tert-butoxide). The reagents and catalysts are C1(=CC=CC=C1)P([C-]1C=CC=C1)C1=CC=CC=C1.[C-]1(C=CC=C1)P(C1=CC=CC=C1)C1=CC=CC=C1.[Fe+2] (1,1′-bis(diphenylphosphino)ferrocene). Solvent: C1(=CC=CC=C1)C (toluene). Product: S1C2=C(C=C1)C=CC(=C2)N (benzo[b]thiophen-6-ylamine). Isolated yield 13.4%. RXN SMILES: Br[C:2]1[CH:3]=[CH:4][C:5]2[CH:9]=[CH:8][S:7][C:6]=2[CH:10]=1.C(=[NH:24])(C1C=CC=CC=1)C1C=CC=CC=1.CC(C)([O-])C.[Na+]>C1(C)C=CC=CC=1.C1(P(C2C=CC=CC=2)[C-]2C=CC=C2)C=CC=CC=1.[C-]1(P(C2C=CC=CC=2)C2C=CC=CC=2)C=CC=C1.[Fe+2]>[S:7]1[CH:8]=[CH:9][C:5]2[CH:4]=[CH:3][C:2]([NH2:24])=[CH:10][C:6]1=2 |f:2.3,5.6.7|. Reported procedure: A mixture of 6-bromobenzo[b]thiophene (16.0 g, 76.0 mmol), benzophenone imine (16.6 g, 91.5 mmol), tris(dibenzylidineacetone)palladium(0) (0.72 g, 0.80 mmol), 1,1′-bis(diphenylphosphino)ferrocene (1.3 g, 2.3 mmol) and sodium tert-butoxide (10.8 g, 112 mmol) in toluene is refluxed for 20 hours. The solvent is evaporated and the residue is chromatographed on silica, eluting with dichloromethane) to give the title compound (1.52 g, 11% yield). RXN SMILES: [C:1]([O:5][C:6](=[N:29][NH:30][C:31]([NH2:33])=[O:32])[CH2:7][C@H:8]([NH:11]C(OCC1C2CC3C(=CC=CC=3)C=2C=CC=1)=O)[CH:9]=[O:10])([CH3:4])([CH3:3])[CH3:2].C(NCC)C.[C:39]([NH:47][C@@H:48]([CH:63]([CH3:65])[CH3:64])[C:49]([N:51]([CH2:59][C:60]([OH:62])=O)[CH2:52][C:53]1[CH:58]=[CH:57][CH:56]=[CH:55][CH:54]=1)=[O:50])(=[O:46])[C:40]1[CH:45]=[CH:44][CH:43]=[CH:42][CH:41]=1.C1C=CC2N(O)N=NC=2C=1.C(Cl)CCl>C(#N)C.CCOC(C)=O.O.CN(C=O)C.C(Cl)Cl>[C:1]([O:5][C:6](=[N:29][NH:30][C:31]([NH2:33])=[O:32])[CH2:7][C@H:8]([NH:11][C:60](=[O:62])[CH2:59][N:51]([C:49](=[O:50])[C@@H:48]([NH:47][C:39](=[O:46])[C:40]1[CH:41]=[CH:42][CH:43]=[CH:44][CH:45]=1)[CH:63]([CH3:64])[CH3:65])[CH2:52][C:53]1[CH:54]=[CH:55][CH:56]=[CH:57][CH:58]=1)[CH:9]=[O:10])([CH3:4])([CH3:2])[CH3:3]. Starting materials: C(C)(C)(C)OC(C[C@@H](C=O)NC(=O)OCC1=CC=CC=2C3=CC=CC=C3CC12)=NNC(=O)N (3(S)-(1-fluorenylmethyloxycarbonylamino)-4-oxobutyric acid tert-butyl ester semicarbazone), C(C1=CC=CC=C1)(=O)N[C@H](C(=O)N(CC1=CC=CC=C1)CC(=O)O)C(C)C (((2(S)-Benzoylamino-3-methylbutyryl)benzylamino)acetic Acid), C=1C=CC2=C(C1)N=NN2O (HOBT), benzyloxycarbonyl, C(C)NCC (diethylamine), C(CCl)Cl (EDC). Reported procedure: To a solution of 3(S)-(1-fluorenylmethyloxycarbonylamino)-4-oxobutyric acid tert-butyl ester semicarbazone (678 mg, 1.5 mmol; Prepared in a similar manner to the benzyloxycarbonyl analog in Graybill et al., Int. J. Protein Res. , 44, pp. 173-82 (1994)) in acetonitrile (5.0 mL) was added diethylamine (780 μL, 7.5 mmol) and the reaction allowed to stir at rt for 1 hr. The reaction was concentrated in vacuo and the residue co-concentrated with toluene (3×) in vacuo. To a suspension of the residue, ... Yields the product C(C)(C)(C)OC(C[C@@H](C=O)NC(CN(CC1=CC=CC=C1)C([C@H](C(C)C)NC(C1=CC=CC=C1)=O)=O)=O)=NNC(=O)N (3(S)-(2-((2(S)-Benzoylamino-3-methylbutyryl)benzylamino)acetylamino)-4-oxo-butyric Acid tert-Butyl Ester Semicarbazone). Conditions: time 1 hour. Solvent: CCOC(=O)C (EtOAc), O (H2O), C(Cl)Cl (CH2Cl2), C(C)#N (acetonitrile), CN(C)C=O (DMF). Product: ClC1=C2C=CN=CC2=CC=C1 (5-chloroisoquinoline). Starting materials: NC1=C2C=CN=CC2=CC=C1 (5-Aminoisoquinoline), Cl (hydrochloric acid), N(=O)[O-].[Na+] (sodium nitrite), cuprous chloride. As a reaction SMILES: N[C:2]1[CH:11]=[CH:10][CH:9]=[C:8]2[C:3]=1[CH:4]=[CH:5][N:6]=[CH:7]2.[ClH:12].N([O-])=O.[Na+]>>[Cl:12][C:2]1[CH:11]=[CH:10][CH:9]=[C:8]2[C:3]=1[CH:4]=[CH:5][N:6]=[CH:7]2 |f:2.3|. Reported procedure: 5-Aminoisoquinoline is reacted with hydrochloric acid, sodium nitrite and cuprous chloride to afford 5-chloroisoquinoline, which was then reduced with diborane in tetrahydrofuran. The resultant 5-chlorotetrahydroisoquinoline was then acetylated with acetic anhydride and chlorosulfonated with chlorosulfonic acid at low temperature, for example -50° C., to afford the desired chlorosulfonyl tetrahydroisoquinoline. Reactants: Cl (hydrochloric acid), C(C)(C)(C)C=1C=C(C2=C(C(C(O2)=O)O)C1)C(C)(C)C (5,7-di-tert-butyl-3-hydroxy-3H-benzofuran-2-one), C(C)(C)(C)C=1C=C(C2=C(C(C(O2)=O)O)C1)C(C)(C)C (5,7-di-tert-butyl-3-hydroxy-3H-benzofuran-2-one), C1(=CC=CC=C1)SC (thioanisole), [Cl-].[Al+3].[Cl-].[Cl-] (aluminium chloride), C1(=CC=CC=C1)SC (thioanisole). Solvent: C(Cl)Cl (methylene chloride), O (water). Run at temperature 80 celsius, time 2 hour. Product: C(C)(C)(C)C=1C=C(C2=C(C(C(O2)=O)C2=CC=C(C=C2)SC)C1)C(C)(C)C (5,7-di-tert-butyl-3-(4-methylthiophenyl)-3H-benzofuran-2-one). Isolated yield 18.2%. As a reaction SMILES: [C:1]([C:5]1[CH:6]=[C:7]([C:16]([CH3:19])([CH3:18])[CH3:17])[C:8]2[O:12][C:11](=[O:13])[CH:10](O)[C:9]=2[CH:15]=1)([CH3:4])([CH3:3])[CH3:2].[C:20]1([S:26][CH3:27])[CH:25]=[CH:24][CH:23]=[CH:22][CH:21]=1.[Cl-].[Al+3].[Cl-].[Cl-].Cl>C(Cl)Cl.O>[C:1]([C:5]1[CH:6]=[C:7]([C:16]([CH3:19])([CH3:18])[CH3:17])[C:8]2[O:12][C:11](=[O:13])[CH:10]([C:23]3[CH:24]=[CH:25][C:20]([S:26][CH3:27])=[CH:21][CH:22]=3)[C:9]=2[CH:15]=1)([CH3:3])([CH3:4])[CH3:2] |f:2.3.4.5|. Procedure: A solution of 26.2 g (0.10 mol) of 5,7-di-tert-butyl-3-hydroxy-3H-benzofuran-2-one (compound (201), Table 2, Example la) in 25 ml (0.21 mol) of thioanisole is added dropwise to a solution of 14.7 g (0.11 mol) of aluminium chloride in 15 ml (0.13 mol) of thioanisole at 35-40° C. The reaction mixture is thereafter stirred for 30 minutes at 30° C. and for 2 hours at 80° C., and then after cooling, c. 50 ml of water and then concentrated hydrochloric acid and methylene chloride are added cautiously ... The reactants are BrC=1C=C(C=CC1)C=CC1=CC(=C(C=C1)OCC(=O)OCC)C (Ethyl ({4-[2-(3-bromophenyl)ethenyl]-2-methylphenyl}oxy)acetate), C(=O)([O-])[O-].[Na+].[Na+] (Na2CO3), FC(C1=CC=C(C=C1)B(O)O)(F)F (4-(triflouromethyl)benzeneboronic acid), O (water). The reagents and catalysts are C=1C=CC(=CC1)[P](C=2C=CC=CC2)(C=3C=CC=CC3)[Pd]([P](C=4C=CC=CC4)(C=5C=CC=CC5)C=6C=CC=CC6)([P](C=7C=CC=CC7)(C=8C=CC=CC8)C=9C=CC=CC9)[P](C=1C=CC=CC1)(C=1C=CC=CC1)C=1C=CC=CC1 (Pd(PPh3)4). The solvent is COCCOC (DME). The product is CC1=C(C=CC(=C1)C=CC=1C=C(C=CC1)C1=CC=C(C=C1)C(F)(F)F)OCC(=O)O ([(2-Methyl-4-{2-[4′-(trifluoromethyl)-3-biphenylyl]ethenyl}phenyl)oxy]acetic acid). Yield: 57.0%. Reaction SMILES: Br[C:2]1[CH:3]=[C:4]([CH:8]=[CH:9][C:10]2[CH:15]=[CH:14][C:13]([O:16][CH2:17][C:18]([O:20]CC)=[O:19])=[C:12]([CH3:23])[CH:11]=2)[CH:5]=[CH:6][CH:7]=1.C([O-])([O-])=O.[Na+].[Na+].[F:30][C:31]([F:42])([F:41])[C:32]1[CH:37]=[CH:36][C:35](B(O)O)=[CH:34][CH:33]=1.O>COCCOC.C1C=CC([P]([Pd]([P](C2C=CC=CC=2)(C2C=CC=CC=2)C2C=CC=CC=2)([P](C2C=CC=CC=2)(C2C=CC=CC=2)C2C=CC=CC=2)[P](C2C=CC=CC=2)(C2C=CC=CC=2)C2C=CC=CC=2)(C2C=CC=CC=2)C2C=CC=CC=2)=CC=1>[CH3:23][C:12]1[CH:11]=[C:10]([CH:9]=[CH:8][C:4]2[CH:3]=[C:2]([C:35]3[CH:36]=[CH:37][C:32]([C:31]([F:42])([F:41])[F:30])=[CH:33][CH:34]=3)[CH:7]=[CH:6][CH:5]=2)[CH:15]=[CH:14][C:13]=1[O:16][CH2:17][C:18]([OH:20])=[O:19] |f:1.2.3,^1:53,55,74,93|. Procedure: Ethyl ({4-[2-(3-bromophenyl)ethenyl]-2-methylphenyl}oxy)acetate (150 mg, 0.40 mmol), Na2CO3 (106 mg, 1.00 mmol), 4-(triflouromethyl)benzeneboronic acid (83.5 mg, 0.44 mmol) and Pd(PPh3)4 (23 mg, 0.02 mmol) was dissolved in DME and water (2:1, 6 mL) and the mixture heated at reflux for 4 hours. The mixture was allowed to cool to rt, was concentrated under reduced pressure and the residue partitioned between EtOAc (15 mL) and water (15 mL). The aqueous layer was then acidified with aqueous HCl (1N...